Dataset: the Open Reaction Database (ORD), a public repository of structured organic reaction records. Task: describe an organic reaction: reactants, conditions, products, and yield Product: COC(C[C@H](NCCCNC1CCCCC1)C(=O)O)=O (N-(3'-Cyclohexylaminopropyl)-aspartic acid-4-methyl ester). Procedure: 356 g (3.4 mols+14% excess) of maleic acid monomethyl ester are placed into a glass flask provided with stirrer, thermometer, condenser and dropping funnel, and, with vigorous stirring and ice-water cooling, 480 ml of triethylamine are added dropwise at 5°-8° C. internal temperature within 2 hours. 372.6 g (2.4 mols) of 3-cyclohexylaminopropylamine are then quickly introduced; the exothermic reaction is subsequently allowed to subside, and the reaction mixture is heated within 30 minutes to 85° ... Run in C(C)N(CC)CC (triethylamine). RXN SMILES: [CH3:1][O:2][C:3](=[O:9])/[CH:4]=[CH:5]\[C:6]([OH:8])=[O:7].[CH:10]1([NH:16][CH2:17][CH2:18][CH2:19][NH2:20])[CH2:15][CH2:14][CH2:13][CH2:12][CH2:11]1>C(N(CC)CC)C>[CH3:1][O:2][C:3](=[O:9])[CH2:4][C@@H:5]([C:6]([OH:8])=[O:7])[NH:20][CH2:19][CH2:18][CH2:17][NH:16][CH:10]1[CH2:15][CH2:14][CH2:13][CH2:12][CH2:11]1. Reactants: COC(\C=C/C(=O)O)=O (maleic acid monomethyl ester), ice water, C1(CCCCC1)NCCCN (3-cyclohexylaminopropylamine). Reactants: BrC=1SC(=C(N1)C(NC=1C=NN(C1[C@H]1OC[C@@H]([C@@H](CC1)NC(=O)OC(C)(C)C)OC)C)=O)NC(OC(C)(C)C)=O (tert-butyl N-[2-bromo-4-[[5-[(2S,5R,6R)-5-(tert-butoxycarbonylamino)-6-methoxy-oxepan-2-yl]-1-methyl-pyrazol-4-yl]carbamoyl]thiazol-5-yl]carbamate), BrC=1SC(=C(N1)C(NC=1C=NN(C1[C@H]1OC[C@@H]([C@@H](CC1)NC(=O)OC(C)(C)C)OC)C)=O)NC(OC(C)(C)C)=O (tert-butyl N-[2-bromo-4-[[5-[(2S,5R,6R)-5-(tert-butoxycarbonylamino)-6-methoxy-oxepan-2-yl]-1-methyl-pyrazol-4-yl]carbamoyl]thiazol-5-yl]carbamate), FC(C1=C(C=CC=C1)B(O)O)(F)F ((2-(trifluoromethyl)phenyl)boronic acid). Product: NC1=C(N=C(S1)C1=C(C=CC=C1)C(F)(F)F)C(=O)NC=1C=NN(C1[C@H]1OC[C@@H]([C@@H](CC1)N)OC)C (5-amino-N-(5-((2S,5R,6R)-5-amino-6-methoxyoxepan-2-yl)-1-methyl-1H-pyrazol-4-yl)-2-(2-(trifluoromethyl)phenyl)thiazole-4-carboxamide). As a reaction SMILES: Br[C:2]1[S:3][C:4]([NH:33]C(=O)OC(C)(C)C)=[C:5]([C:7](=[O:32])[NH:8][C:9]2[CH:10]=[N:11][N:12]([CH3:31])[C:13]=2[C@@H:14]2[CH2:20][CH2:19][C@@H:18]([NH:21]C(OC(C)(C)C)=O)[C@@H:17]([O:29][CH3:30])[CH2:16][O:15]2)[N:6]=1.[F:41][C:42]([F:53])([F:52])[C:43]1[CH:48]=[CH:47][CH:46]=[CH:45][C:44]=1B(O)O>>[NH2:33][C:4]1[S:3][C:2]([C:44]2[CH:45]=[CH:46][CH:47]=[CH:48][C:43]=2[C:42]([F:53])([F:52])[F:41])=[N:6][C:5]=1[C:7]([NH:8][C:9]1[CH:10]=[N:11][N:12]([CH3:31])[C:13]=1[C@@H:14]1[CH2:20][CH2:19][C@@H:18]([NH2:21])[C@@H:17]([O:29][CH3:30])[CH2:16][O:15]1)=[O:32]. Reported procedure: Following the procedure for Example 101 starting from tert-butyl N-[2-bromo-4-[[5-[(2S,5R,6R)-5-(tert-butoxycarbonylamino)-6-methoxy-oxepan-2-yl]-1-methyl-pyrazol-4-yl]carbamoyl]thiazol-5-yl]carbamate (Intermediate 98), and replacing 3,6-dihydro-2H-pyran-4-boronic acid pinacol ester with (2-(trifluoromethyl)phenyl)boronic acid gave 220. 1H NMR (400 MHz, DMSO-d6) δ 9.39 (s, 1H), 7.93-7.86 (m, 2H), 7.81-7.63 (m, 3H), 7.44 (s, 2H), 5.04 (t, J=5.1 Hz, 1H), 3.73-3.57 (m, 5H), 3.29-3.15 (m, 2H), 2.74 ...